Task: describe an organic reaction: reactants, conditions, products, and yield. Dataset: the Open Reaction Database (ORD), a public repository of structured organic reaction records Starting materials: ClC1=CC2=C(NN=N2)C=C1 (5-chlorobenzotriazole), ClCC(C)=O (chloroacetone), C([O-])([O-])=O.[K+].[K+] (potassium carbonate), [I-].[K+] (potassium iodide). The solvent is CC(=O)C (acetone). The product is ClC1=CC2=C(N(N=N2)CC(C)=O)C=C1 (1-(5-chlorobenzotriazol-1-yl)-propan-2-one), ClC=1C=CC2=C(N(N=N2)CC(C)=O)C1 (1-(6-chlorobenzotriazol-1-yl)-propan-2-one). Reaction SMILES: [Cl:1][C:2]1[CH:10]=[CH:9][C:5]2[NH:6][N:7]=[N:8][C:4]=2[CH:3]=1.Cl[CH2:12][C:13](=[O:15])[CH3:14].C(=O)([O-])[O-].[K+].[K+].[I-].[K+]>CC(C)=O>[Cl:1][C:2]1[CH:10]=[CH:9][C:5]2[N:6]([CH2:12][C:13](=[O:15])[CH3:14])[N:7]=[N:8][C:4]=2[CH:3]=1.[Cl:1][C:2]1[CH:10]=[CH:9][C:5]2[N:6]=[N:7][N:8]([CH2:12][C:13](=[O:15])[CH3:14])[C:4]=2[CH:3]=1 |f:2.3.4,5.6|. Procedure: A mixture of 5 g of 5-chlorobenzotriazole, 1.4 g of chloroacetone, 5.1 g of potassium carbonate and 0.5 g of potassium iodide is stirred into 50 ml of acetone at room temperature for 48 h. The mixture is subsequently filtered, the filtrate concentrated by evaporation in a vacuum, and the residue purified by flash chromatography. In this way, two isomeric products, 1-(5-chlorobenzotriazol-1-yl)-propan-2-one and 1-(6-chlorobenzotriazol-1-yl)-propan-2-one, are isolated in approximately the same qua... Reactants: OC1COCC1Oc1ccc(Br)nc1, CS(=O)(=O)OC1CCCC1Oc1ccc(Br)cc1. The product is CS(=O)(=O)OC1COCC1Oc1ccc(Br)nc1. Reaction SMILES: [Br:19][c:20]1[cH:21][cH:22][c:23]([O:26][CH:27]2[CH:28]([OH:32])[CH2:29][O:30][CH2:31]2)[cH:24][n:25]1.[CH3:1][S:2](=[O:3])(=[O:4])[O:5][CH:6]1[CH2:7][CH2:8][CH2:9][CH:10]1[O:11][c:12]1[cH:13][cH:14][c:15]([Br:16])[cH:17][cH:18]1>>[CH3:1][S:2](=[O:3])(=[O:4])[O:32][CH:28]1[CH:27]([O:26][c:23]2[cH:22][cH:21][c:20]([Br:19])[n:25][cH:24]2)[CH2:31][O:30][CH2:29]1. The reactants are CCC(C(=O)OC)C1=CCc2cc(OC)ccc21, CO, [K+], [OH-], O. Yields the product CCC(C(=O)O)C1=CCc2cc(OC)ccc21. As a reaction SMILES: [CH3:1][O:2][c:3]1[cH:4][cH:5][c:6]2[c:10]([cH:11]1)[CH2:9][CH:8]=[C:7]2[CH:12]([C:13](=[O:14])[O:15][CH3:16])[CH2:17][CH3:18].[CH3:21][OH:22].[K+:20].[OH-:19].[OH2:23]>>[CH3:1][O:2][c:3]1[cH:4][cH:5][c:6]2[c:10]([cH:11]1)[CH2:9][CH:8]=[C:7]2[CH:12]([C:13](=[O:14])[OH:15])[CH2:17][CH3:18].